describe an organic reaction: reactants, conditions, products, and yield From a dataset of the Open Reaction Database (ORD), a public repository of structured organic reaction records. Starting materials: N1(CCOCC1)C(=O)C1=CC=C(C=C1)[C@@H]1CC(CC1)=O ((3S)-3-[4-(Morpholine-4-carbonyl)phenyl]-cyclopentanone), amine, ketone, Cl.C(C)OC=1C=C(C=CC1)[C@@H](C)N ((1R)-1-(3-ethoxyphenyl)-ethanamine hydrochloride). The product is C(C)OC=1C=C(C=CC1)[C@@H](C)NC1C[C@H](CC1)C1=CC=C(C=C1)C(=O)N1CCOCC1 ([4-[(1S,3R/S)-3-[[(1R)-1-(3-ethoxyphenyl)ethyl]amino]cyclopentyl]-phenyl]morpholino-methanone). RXN SMILES: [N:1]1([C:7]([C:9]2[CH:14]=[CH:13][C:12]([C@H:15]3[CH2:19][CH2:18][C:17](=O)[CH2:16]3)=[CH:11][CH:10]=2)=[O:8])[CH2:6][CH2:5][O:4][CH2:3][CH2:2]1.Cl.[CH2:22]([O:24][C:25]1[CH:26]=[C:27]([C@H:31]([NH2:33])[CH3:32])[CH:28]=[CH:29][CH:30]=1)[CH3:23]>>[CH2:22]([O:24][C:25]1[CH:26]=[C:27]([C@H:31]([NH:33][CH:17]2[CH2:18][CH2:19][C@H:15]([C:12]3[CH:13]=[CH:14][C:9]([C:7]([N:1]4[CH2:6][CH2:5][O:4][CH2:3][CH2:2]4)=[O:8])=[CH:10][CH:11]=3)[CH2:16]2)[CH3:32])[CH:28]=[CH:29][CH:30]=1)[CH3:23] |f:1.2|. Reported procedure: General procedure B was followed using (3S)-3-[4-(Morpholine-4-carbonyl)phenyl]-cyclopentanone (preparation 15) as the ketone and (1R)-1-(3-ethoxyphenyl)-ethanamine hydrochloride as the amine. 1H NMR (600 MHz, DMSO) δ 7.33-7.21 (m, 4H), 7.19 (t, J=7.8 Hz, 1H), 6.93-6.86 (m, 2H), 6.74 (dd, J=7.9, 2.3 Hz, 1H), 4.00 (q, J=7.0 Hz, 2H), 3.70 (q, J=6.6 Hz, 1H), 3.57 (br s, 4H), 3.33 (br s, 4H), 3.27-3.20 (m, 1H), 3.03 (t, J=8.3 Hz, 1H), 2.11-2.03 (m, 1H), 1.95-1.88 (m, 1H), 1.78-1.72 (m, 1H), 1.64-1.4... The reactants are COC1=C(N)C=CC=C1 (2-Methoxyaniline), C([O-])([O-])=O.[Na+].[Na+] (sodium carbonate), BrCC1OCC(O1)CC (2-Bromomethyl-4-ethyl-1,3-dioxolane). Product: C(C)C1OC(OC1)CNC1=C(C=CC=C1)OC (N-(4-ethyl-1,3-dioxolan-2-ylmethyl)-2-methoxyaniline). RXN SMILES: [CH3:1][O:2][C:3]1[CH:9]=[CH:8][CH:7]=[CH:6][C:4]=1[NH2:5].C(=O)([O-])[O-].[Na+].[Na+].Br[CH2:17][CH:18]1[O:22][CH:21]([CH2:23][CH3:24])[CH2:20][O:19]1>>[CH2:23]([CH:21]1[CH2:20][O:19][CH:18]([CH2:17][NH:5][C:4]2[CH:6]=[CH:7][CH:8]=[CH:9][C:3]=2[O:2][CH3:1])[O:22]1)[CH3:24] |f:1.2.3|. Procedure: 2-Methoxyaniline (0.5 mole) and sodium carbonate (30 grams) are charged into a glass reaction vessel equipped with a mechanical stirrer, thermometer and reflux condenser. 2-Bromomethyl-4-ethyl-1,3-dioxolane (0.55 mole) is slowly added and the reaction mixture is heated at reflux for a period of about 1 hour. After this time the reaction mixture is filtered and additional sodium carbonate (5 grams) is added to the filtrate. The mixture is then distilled under reduced pressure to yield the desired... Reactants: CNC1CCN(C(=O)C2CCN(C(C)=O)CC2)CC1c1ccc(Cl)c(Cl)c1, O=C(O)c1ccc(F)c(C(F)(F)F)c1. Yields the product CC(=O)N1CCC(C(=O)N2CCC(N(C)C(=O)c3ccc(F)c(C(F)(F)F)c3)C(c3ccc(Cl)c(Cl)c3)C2)CC1. RXN SMILES: [C:1]([CH3:2])(=[O:3])[N:4]1[CH2:5][CH2:6][CH:7]([C:10](=[O:11])[N:12]2[CH2:13][CH:14]([c:20]3[cH:21][c:22]([Cl:27])[c:23]([Cl:26])[cH:24][cH:25]3)[CH:15]([NH:18][CH3:19])[CH2:16][CH2:17]2)[CH2:8][CH2:9]1.[F:28][c:29]1[c:30]([C:38]([F:39])([F:40])[F:41])[cH:31][c:32]([C:33](=[O:34])[OH:35])[cH:36][cH:37]1>>[C:1]([CH3:2])(=[O:3])[N:4]1[CH2:5][CH2:6][CH:7]([C:10](=[O:11])[N:12]2[CH2:13][CH:14]([c:20]3[cH:21][c:22]([Cl:27])[c:23]([Cl:26])[cH:24][cH:25]3)[CH:15]([N:18]([CH3:19])[C:33]([c:32]3[cH:31][c:30]([C:38]([F:39])([F:40])[F:41])[c:29]([F:28])[cH:37][cH:36]3)=[O:35])[CH2:16][CH2:17]2)[CH2:8][CH2:9]1. Reactants: [OH-].[K+] (potassium hydroxide), ClC1=NC(=CC2=CC=C(C=C12)Cl)N(C)C1=CC=C(OC(C(=O)OCC)C)C=C1 (ethyl 2-{4-[N-(1,7-dichloroisoquinolin-3-yl)-N-methylamino]phenoxy}propionate). The solvent is C(C)O (ethanol). Conditions: time 12 hour. Product: ClC1=NC(=CC2=CC=C(C=C12)Cl)N(C)C1=CC=C(OC(C(=O)O)C)C=C1 (2-{4-[N-(1,7-dichloroisoquinolin-3-yl)-N-methylamino]phenoxy}propionic acid). Reaction SMILES: [OH-].[K+].[Cl:3][C:4]1[C:13]2[C:8](=[CH:9][CH:10]=[C:11]([Cl:14])[CH:12]=2)[CH:7]=[C:6]([N:15]([C:17]2[CH:30]=[CH:29][C:20]([O:21][CH:22]([CH3:28])[C:23]([O:25]CC)=[O:24])=[CH:19][CH:18]=2)[CH3:16])[N:5]=1>C(O)C>[Cl:3][C:4]1[C:13]2[C:8](=[CH:9][CH:10]=[C:11]([Cl:14])[CH:12]=2)[CH:7]=[C:6]([N:15]([C:17]2[CH:30]=[CH:29][C:20]([O:21][CH:22]([CH3:28])[C:23]([OH:25])=[O:24])=[CH:19][CH:18]=2)[CH3:16])[N:5]=1 |f:0.1|. Procedure details: A slight excess of ethanolic potassium hydroxide was added to a solution of ethyl 2-{4-[N-(1,7-dichloroisoquinolin-3-yl)-N-methylamino]phenoxy}propionate in ethanol at room temperature. The mixture was stirred for 12 hrs, then evaporated. The residue was diluted with water, acidified with dilute hydrochloric acid and extracted with dichloromethane. The dichloromethane extract was dried over sodium sulfate and then evaporated to give 2-{4-[N-(1,7-dichloroisoquinolin-3-yl)-N-methylamino]phenoxy}pr... Reactants: CO, COC(=O)c1ccc(C(=O)N(C)C)cc1, [Li+], [OH-]. Yields the product CN(C)C(=O)c1ccc(C(=O)O)cc1. As a reaction SMILES: [CH3:18][OH:19].[CH3:1][N:2]([C:3](=[O:4])[c:5]1[cH:6][cH:7][c:8]([C:9](=[O:10])[O:11][CH3:12])[cH:13][cH:14]1)[CH3:15].[Li+:17].[OH-:16]>>[CH3:1][N:2]([C:3](=[O:4])[c:5]1[cH:6][cH:7][c:8]([C:9](=[O:10])[OH:11])[cH:13][cH:14]1)[CH3:15]. Reactants: CN=C=S, CCO, CN(C)Cc1ccc(CSCCNC(=O)c2cccc(N)c2)o1. Yields the product CNC(=S)Nc1cccc(C(=O)NCCSCc2ccc(CN(C)C)o2)c1. As a reaction SMILES: [CH3:24][N:25]=[C:26]=[S:27].[CH3:28][CH2:29][OH:30].[NH2:1][c:2]1[cH:3][c:4]([C:5](=[O:6])[NH:7][CH2:8][CH2:9][S:10][CH2:11][c:12]2[o:13][c:14]([CH2:17][N:18]([CH3:19])[CH3:20])[cH:15][cH:16]2)[cH:21][cH:22][cH:23]1>>[NH:1]([c:2]1[cH:3][c:4]([C:5](=[O:6])[NH:7][CH2:8][CH2:9][S:10][CH2:11][c:12]2[o:13][c:14]([CH2:17][N:18]([CH3:19])[CH3:20])[cH:15][cH:16]2)[cH:21][cH:22][cH:23]1)[C:26]([NH:25][CH3:24])=[S:27]. The reactants are C(C)C1N(C(C1CC)=O)S(=O)(=O)Cl ((2RS,3RS)-2,3-Diethyl-4-oxoazetidine-1-sulfonyl Chloride), C1(=CC=CC=C1)S (thiophenol), N1=CC=CC=C1 (Pyridine), O (water). Solvent: CC(=O)C (acetone), CC(=O)C (acetone). Conditions: temperature -30 celsius, time 30 minute. Yields the product C(C)C1C(NC1CC)=O ((3RS,4RS)-3,4-Diethylazetidin-2-one). Reaction SMILES: [CH2:1]([CH:3]1[CH:6]([CH2:7][CH3:8])[C:5](=[O:9])[N:4]1S(Cl)(=O)=O)[CH3:2].C1(S)C=CC=CC=1.N1C=CC=CC=1.O>CC(C)=O>[CH2:7]([CH:6]1[CH:3]([CH2:1][CH3:2])[NH:4][C:5]1=[O:9])[CH3:8]. Procedure: (2RS,3RS)-2,3-Diethyl-4-oxoazetidine-1-sulfonyl chloride (step 1) (3.2 g, 14.18 mmol) in acetone (7 ml) was treated with thiophenol (2.92 ml, 28.4 mmol) and cooled to −30° C. Pyridine (1.376 ml, 17.01 mmol) in acetone (2.55 ml) was added dropwise over 30 mins, maintaining the temperature around −30° C. After stirring for 30 minutes, water (10 ml) was added slowly and the mixture was filtered. The filtrate was extracted with diethyl ether (5×25 ml) and the combined organic layers were dried MgSO4... Reactants: CCO, C=CC(=O)C=C, NC(=O)N[N+](=O)[O-], CCOC(=O)CCCCCCC(NCCC(=O)c1ccccc1-c1ccccc1)C(=O)OCC. The product is CCOC(=O)CCCCCCC(NCCC(O)c1ccccc1-c1ccccc1)C(=O)OCC. RXN SMILES: [CH3:48][CH2:49][OH:50].[CH:35]([C:36]([CH:37]=[CH2:38])=[O:39])=[CH2:40].[N+:41]([NH:42][C:43]([NH2:44])=[O:45])([O-:46])=[O:47].[O:1]=[C:2]([CH2:3][CH2:4][NH:5][CH:6]([C:7](=[O:8])[O:9][CH2:10][CH3:11])[CH2:12][CH2:13][CH2:14][CH2:15][CH2:16][CH2:17][C:18](=[O:19])[O:20][CH2:21][CH3:22])[c:23]1[c:24](-[c:29]2[cH:30][cH:31][cH:32][cH:33][cH:34]2)[cH:25][cH:26][cH:27][cH:28]1>>[OH:1][CH:2]([CH2:3][CH2:4][NH:5][CH:6]([C:7](=[O:8])[O:9][CH2:10][CH3:11])[CH2:12][CH2:13][CH2:14][CH2:15][CH2:16][CH2:17][C:18](=[O:19])[O:20][CH2:21][CH3:22])[c:23]1[c:24](-[c:29]2[cH:30][cH:31][cH:32][cH:33][cH:34]2)[cH:25][cH:26][cH:27][cH:28]1. The reactants are COCCOc1ccc(OC2CCNCC2)cc1, O=C(CCl)NC1COc2nc([N+](=O)[O-])cn2C1. Yields the product COCCOc1ccc(OC2CCN(CC(=O)NC3COc4nc([N+](=O)[O-])cn4C3)CC2)cc1. As a reaction SMILES: [CH3:18][O:19][CH2:20][CH2:21][O:22][c:23]1[cH:24][cH:25][c:26]([O:27][CH:28]2[CH2:29][CH2:30][NH:31][CH2:32][CH2:33]2)[cH:34][cH:35]1.[Cl:1][CH2:2][C:3](=[O:4])[NH:5][CH:6]1[CH2:7][n:8]2[c:9]([n:12][c:13]([N+:15](=[O:16])[O-:17])[cH:14]2)[O:10][CH2:11]1>>[CH2:2]([C:3](=[O:4])[NH:5][CH:6]1[CH2:7][n:8]2[c:9]([n:12][c:13]([N+:15](=[O:16])[O-:17])[cH:14]2)[O:10][CH2:11]1)[N:31]1[CH2:30][CH2:29][CH:28]([O:27][c:26]2[cH:25][cH:24][c:23]([O:22][CH2:21][CH2:20][O:19][CH3:18])[cH:35][cH:34]2)[CH2:33][CH2:32]1. Reactants: Cc1ccccc1, CCc1cccc2c3c([nH]c12)C(CC)(CCCl)OCC3. Yields the product CCc1cccc2c3c([nH]c12)C(CC)(CC)OCC3. As a reaction SMILES: [CH3:21][c:22]1[cH:23][cH:24][cH:25][cH:26][cH:27]1.[Cl:1][CH2:2][CH2:3][C:4]1([CH2:19][CH3:20])[O:5][CH2:6][CH2:7][c:8]2[c:9]1[nH:10][c:11]1[c:12]([CH2:17][CH3:18])[cH:13][cH:14][cH:15][c:16]21>>[CH3:2][CH2:3][C:4]1([CH2:19][CH3:20])[O:5][CH2:6][CH2:7][c:8]2[c:9]1[nH:10][c:11]1[c:12]([CH2:17][CH3:18])[cH:13][cH:14][cH:15][c:16]21.